Dataset: the Open Reaction Database (ORD), a public repository of structured organic reaction records. Task: describe an organic reaction: reactants, conditions, products, and yield Reactants: [BH4-], CCCCCCCCCCCC(CC(=O)C(CCCCCC)C(=O)OC)OC1CCCCO1, C1CCOC1, CCO, [Na+]. Product: CCCCCCCCCCCC(CC(O)C(CCCCCC)C(=O)OC)OC1CCCCO1. RXN SMILES: [BH4-:37].[CH2:1]([CH2:2][CH2:3][CH2:4][CH2:5][CH3:6])[CH:7]([C:8](=[O:9])[O:10][CH3:11])[C:12]([CH2:13][CH:14]([CH2:15][CH2:16][CH2:17][CH2:18][CH2:19][CH2:20][CH2:21][CH2:22][CH2:23][CH2:24][CH3:25])[O:26][CH:27]1[O:28][CH2:29][CH2:30][CH2:31][CH2:32]1)=[O:33].[CH2:39]1[O:40][CH2:41][CH2:42][CH2:43]1.[CH3:34][CH2:35][OH:36].[Na+:38]>>[CH2:1]([CH2:2][CH2:3][CH2:4][CH2:5][CH3:6])[CH:7]([C:8](=[O:9])[O:10][CH3:11])[CH:12]([CH2:13][CH:14]([CH2:15][CH2:16][CH2:17][CH2:18][CH2:19][CH2:20][CH2:21][CH2:22][CH2:23][CH2:24][CH3:25])[O:26][CH:27]1[O:28][CH2:29][CH2:30][CH2:31][CH2:32]1)[OH:33]. The reactants are S(=O)(=O)(OC)OC (dimethyl sulfate), Cl(=O)(=O)(=O)O.ClC=1C=C(NC1)CN1CCCC1 (4-chloro- 2-(1-pyrrolidinomethyl)pyrrole perchlorate), [OH-].[Na+] (sodium hydroxide), [C-]#N.[Na+] (sodium cyanide), free base. Solvent: CS(=O)C (dimethyl sulfoxide). Product: ClC=1C=C(NC1)CC#N (4-chloropyrrole-2 -acetonitrile). As a reaction SMILES: Cl(O)(=O)(=O)=O.[Cl:6][C:7]1[CH:8]=[C:9]([CH2:12]N2CCCC2)[NH:10][CH:11]=1.[OH-].[Na+].S(OC)(OC)(=O)=O.[C-:27]#[N:28].[Na+]>CS(C)=O>[Cl:6][C:7]1[CH:8]=[C:9]([CH2:12][C:27]#[N:28])[NH:10][CH:11]=1 |f:0.1,2.3,5.6|. Procedure: An aqueous solution of 114.0 g. of the product of Example VI is converted into the free base form by addition of 10% aqueous sodium hydroxide solution. The solid that is thus precipitated is filtered, washed with water and dried to give 67.1 g. (0.364 mole) of free base. The free base is dissolved in 350 ml. of dry dimethyl sulfoxide and stirred in an ice bath while 45.9 g. (0.364 mole) of dimethyl sulfate is added dropwise. The whole is then stirred for a half hour and warmed to room temperatur... Reactants: [Al+3], O=C1OCC(Cc2ccccc2)N1C(=O)C1CCCC2(CCCCC2)C1, [H-], [H-], [H-], [H-], [Li+], [Na+], C1CCOC1, [OH-], O. The product is OCC1CCCC2(CCCCC2)C1. RXN SMILES: [Al+3:2].[CH2:7]([CH:8]1[CH2:9][O:10][C:11](=[O:12])[N:13]1[C:20](=[O:21])[CH:22]1[CH2:23][C:24]2([CH2:25][CH2:26][CH2:27]1)[CH2:28][CH2:29][CH2:30][CH2:31][CH2:32]2)[c:14]1[cH:15][cH:16][cH:17][cH:18][cH:19]1.[H-:1].[H-:4].[H-:5].[H-:6].[Li+:3].[Na+:35].[O:36]1[CH2:37][CH2:38][CH2:39][CH2:40]1.[OH-:34].[OH2:33]>>[CH2:20]([OH:21])[CH:22]1[CH2:23][C:24]2([CH2:25][CH2:26][CH2:27]1)[CH2:28][CH2:29][CH2:30][CH2:31][CH2:32]2. The reactants are O=C([O-])[O-], CO, CCOC(=O)CC1OC(c2cccc3ccccc23)c2cc(Cl)ccc2N(CC(C)(C)CN(C)C)C1=O, Cl, [K+], [K+], O. The product is CN(C)CC(C)(C)CN1C(=O)C(CC(=O)O)OC(c2cccc3ccccc23)c2cc(Cl)ccc21. RXN SMILES: [C:38](=[O:39])([O-:40])[O-:41].[CH3:45][OH:46].[Cl:1][c:2]1[cH:3][cH:4][c:5]2[c:6]([cH:37]1)[CH:7]([c:27]1[cH:28][cH:29][cH:30][c:31]3[cH:32][cH:33][cH:34][cH:35][c:36]13)[O:8][CH:9]([CH2:21][C:22](=[O:23])[O:24][CH2:25][CH3:26])[C:10](=[O:20])[N:11]2[CH2:12][C:13]([CH2:14][N:15]([CH3:16])[CH3:17])([CH3:18])[CH3:19].[ClH:44].[K+:42].[K+:43].[OH2:47]>>[Cl:1][c:2]1[cH:3][cH:4][c:5]2[c:6]([cH:37]1)[CH:7]([c:27]1[cH:28][cH:29][cH:30][c:31]3[cH:32][cH:33][cH:34][cH:35][c:36]13)[O:8][CH:9]([CH2:21][C:22](=[O:23])[OH:24])[C:10](=[O:20])[N:11]2[CH2:12][C:13]([CH2:14][N:15]([CH3:16])[CH3:17])([CH3:18])[CH3:19]. The solvent is O1CCCC1 (tetrahydrofuran), C1(=CC=CC=C1)C (toluene). Run at time 1.5 hour. RXN SMILES: [C:1]([NH:4][C:5]1[S:6][CH:7]=[C:8]([CH2:10][CH2:11][C:12]2[CH:21]=[CH:20][C:15]([C:16](OC)=[O:17])=[CH:14][CH:13]=2)[N:9]=1)(=[O:3])[CH3:2].[H-].C([Al+]CC(C)C)C(C)C>O1CCCC1.C1(C)C=CC=CC=1>[OH:17][CH2:16][C:15]1[CH:20]=[CH:21][C:12]([CH2:11][CH2:10][C:8]2[N:9]=[C:5]([NH:4][C:1](=[O:3])[CH3:2])[S:6][CH:7]=2)=[CH:13][CH:14]=1 |f:1.2|. Yields the product OCC1=CC=C(C=C1)CCC=1N=C(SC1)NC(C)=O (N-(4-{2-[4-(hydroxymethyl)phenyl]ethyl}-1,3-thiazol-2-yl)acetamide). Reported procedure: To a stirred solution of methyl 4-{2-[2-(acetylamino)-1,3-thiazol-4-yl]ethyl}benzoate (1.8 g) in dry tetrahydrofuran (36 ml) was added dropwise 1.0 M diisobutylaluminium hydride solution in toluene (20.7 ml) at −78° C. over 15 minutes under nitrogen atmosphere. The reaction mixture was stirred at room temperature for 1.5 hours, and then the reaction was quenched with water (1 ml). The mixture was stirred at room temperature for 30 minutes, dried over anhydrous magnesium sulfate, and filtered thr... Yield: 63.0%. The reactants are C(C)(=O)NC=1SC=C(N1)CCC1=CC=C(C(=O)OC)C=C1 (methyl 4-{2-[2-(acetylamino)-1,3-thiazol-4-yl]ethyl}benzoate), [H-].C(C(C)C)[Al+]CC(C)C (diisobutylaluminium hydride). Reactants: Cl, N=C1SCCN1CC(Cl)c1ccccc1, [Na+], [Na+], O=C([O-])[O-]. Yields the product c1ccc(C2CN3CCSC3=N2)cc1. Reaction SMILES: [ClH:1].[NH:2]=[C:3]1[S:4][CH2:5][CH2:6][N:7]1[CH2:8][CH:9]([c:10]1[cH:11][cH:12][cH:13][cH:14][cH:15]1)[Cl:16].[Na+:17].[Na+:18].[O-:19][C:20](=[O:21])[O-:22]>>[N:2]1=[C:3]2[S:4][CH2:5][CH2:6][N:7]2[CH2:8][CH:9]1[c:10]1[cH:11][cH:12][cH:13][cH:14][cH:15]1.